This data is from the Open Reaction Database (ORD), a public repository of structured organic reaction records. The task is: describe an organic reaction: reactants, conditions, products, and yield Starting materials: C([O-])(O)=O.[Na+] (sodium bicarbonate), solution, C(=O)(Cl)Cl (phosgene), CON=C(C(=O)O)C=1N=C(SC1)NC(C1=CC=CC=C1)(C1=CC=CC=C1)C1=CC=CC=C1 (2-methoxyimino-2-(2-tritylaminothiazol-4-yl)-acetic acid), NC1C2S(CC(=C(N2C1=O)C(=O)OC(C1=CC=CC=C1)C1=CC=CC=C1)C1=CN=C(S1)C=1C=NC=CC1)=O (7-amino-2-benzhydryloxycarbonyl-8-oxo-3-[2-(pyridin-3-yl)-thiazol-5-yl]-5-thia-1-azabicyclo-[4.2.0]oct-2-ene 5-oxide). Solvent: C1(=CC=CC=C1)C (toluene), C(Cl)Cl (methylene chloride), CN(C(C)=O)C (N,N-dimethylacetamide), C(Cl)Cl (methylene chloride), CN(C(C)=O)C (N,N-dimethylacetamide). Conditions: temperature -10 celsius, time 30 minute. Product: C(C1=CC=CC=C1)(C1=CC=CC=C1)OC(=O)C=1N2C(C(C2S(CC1C1=CN=C(S1)C=1C=NC=CC1)=O)NC(C(C=1N=C(SC1)NC(C1=CC=CC=C1)(C1=CC=CC=C1)C1=CC=CC=C1)=NOC)=O)=O (2-benzhydryloxycarbonyl-7-[2-methoxyimino-2-(2-tritylaminothiazol-4-yl)-acetamido]-8-oxo-3-[2-(pyridin-3-yl)-thiazol-5-yl]-5-thia-1-azabicyclo[4.2 .0]-oct-2-ene 5-oxide). Isolated yield 43.5%. Reaction SMILES: C(Cl)(Cl)=O.[CH3:5][O:6][N:7]=[C:8]([C:12]1[N:13]=[C:14]([NH:17][C:18]([C:31]2[CH:36]=[CH:35][CH:34]=[CH:33][CH:32]=2)([C:25]2[CH:30]=[CH:29][CH:28]=[CH:27][CH:26]=2)[C:19]2[CH:24]=[CH:23][CH:22]=[CH:21][CH:20]=2)[S:15][CH:16]=1)[C:9](O)=[O:10].[NH2:37][CH:38]1[C:45](=[O:46])[N:44]2[CH:39]1[S:40](=[O:74])[CH2:41][C:42]([C:63]1[S:67][C:66]([C:68]3[CH:69]=[N:70][CH:71]=[CH:72][CH:73]=3)=[N:65][CH:64]=1)=[C:43]2[C:47]([O:49][CH:50]([C:57]1[CH:62]=[CH:61][CH:60]=[CH:59][CH:58]=1)[C:51]1[CH:56]=[CH:55][CH:54]=[CH:53][CH:52]=1)=[O:48].C(=O)(O)[O-].[Na+]>C1(C)C=CC=CC=1.C(Cl)Cl.CN(C)C(=O)C>[CH:50]([O:49][C:47]([C:43]1[N:44]2[CH:39]([S:40](=[O:74])[CH2:41][C:42]=1[C:63]1[S:67][C:66]([C:68]3[CH:69]=[N:70][CH:71]=[CH:72][CH:73]=3)=[N:65][CH:64]=1)[CH:38]([NH:37][C:9](=[O:10])[C:8](=[N:7][O:6][CH3:5])[C:12]1[N:13]=[C:14]([NH:17][C:18]([C:25]3[CH:26]=[CH:27][CH:28]=[CH:29][CH:30]=3)([C:31]3[CH:36]=[CH:35][CH:34]=[CH:33][CH:32]=3)[C:19]3[CH:20]=[CH:21][CH:22]=[CH:23][CH:24]=3)[S:15][CH:16]=1)[C:45]2=[O:46])=[O:48])([C:57]1[CH:58]=[CH:59][CH:60]=[CH:61][CH:62]=1)[C:51]1[CH:56]=[CH:55][CH:54]=[CH:53][CH:52]=1 |f:3.4|. Reported procedure: A 2 M solution of phosgene in toluene (32.6 cc) is added dropwise to a solution of the syn form of 2-methoxyimino-2-(2-tritylaminothiazol-4-yl)-acetic acid (25 g) in a mixture of dry methylene chloride (500 cc) and N,N-dimethylacetamide (5.25 cc), cooled to -10° C. The reaction mixture is stirred for 3 hours 30 minutes at between -5° and 0° C. and N,N-dimethylacetamide (15.8 cc) and a solution of 7-amino-2-benzhydryloxycarbonyl-8-oxo-3-[2-(pyridin-3-yl)-thiazol-5-yl]-5-thia-1-azabicyclo-[4.2.0]o... RXN SMILES: Cl[C:2]1[CH:7]=[CH:6][CH:5]=[C:4]([O:8][CH3:9])[C:3]=1[C:10]1[C:22]2[C:23](=[O:27])[NH:24][C:25](=[O:26])[C:21]=2[C:20]2[C:19]3[CH:18]=[C:17]([OH:28])[CH:16]=[CH:15][C:14]=3[N:13]([CH2:29][CH2:30][OH:31])[C:12]=2[CH:11]=1.[H][H]>[Pd]>[OH:28][C:17]1[CH:16]=[CH:15][C:14]2[N:13]([CH2:29][CH2:30][OH:31])[C:12]3[CH:11]=[C:10]([C:3]4[CH:2]=[CH:7][CH:6]=[CH:5][C:4]=4[O:8][CH3:9])[C:22]4[C:23](=[O:27])[NH:24][C:25](=[O:26])[C:21]=4[C:20]=3[C:19]=2[CH:18]=1. The reagents and catalysts are [Pd] (Pd/C). Procedure details: Reaction of 4-(2-Chloro-6-methoxyphenyl)-9-hydroxy-6-(2-hydroxyethyl)pyrrolo[3,4-c]carbazole-1,3(2H,6H)-dione (VI; Ar-2-chloro-6-methoxyphenyl, R10═CH2CH,OH) (112) prepared as described in example 64 with hydrogen gas, using a Pd/C catalyst, according to the procedure for example 60 gave 9-Hydroxy-6-(2-hydroxyethyl)-4-(2-methoxyphenyl)pyrrolo[3,4-c]carbazole-1,3(2H,6H)-dione (VI; Ar=2-methoxyphenyl, R10═CH2CH2OH) (113) in a 77% yield as a yellow solid; mp 285–289° C. 1H NMR δ [(CD3)2SO] 10.91 (b... Reactants: Ar-2-chloro-6-methoxyphenyl, CH2CH,OH, ( 112 ), ClC1=C(C(=CC=C1)OC)C1=CC=2N(C=3C=CC(=CC3C2C2=C1C(NC2=O)=O)O)CCO (4-(2-Chloro-6-methoxyphenyl)-9-hydroxy-6-(2-hydroxyethyl)pyrrolo[3,4-c]carbazole-1,3(2H,6H)-dione), VI, [H][H] (hydrogen). The product is OC1=CC=2C=3C4=C(C(=CC3N(C2C=C1)CCO)C1=C(C=CC=C1)OC)C(NC4=O)=O (9-Hydroxy-6-(2-hydroxyethyl)-4-(2-methoxyphenyl)pyrrolo[3,4-c]carbazole-1,3(2H,6H)-dione), VI. The yield is 77.0%. RXN SMILES: [CH3:39][S:40]([CH3:41])=[O:42].[K+:2].[N+:3](=[O:4])([O-:5])[c:6]1[cH:7][cH:8][c:9]2[c:10](-[c:15]3[cH:16][cH:17][c:18]([C:19]#[N:20])[cH:21][cH:22]3)[cH:11][nH:12][c:13]2[cH:14]1.[O:23]([S:24]([c:25]1[cH:26][cH:27][c:28]([CH3:29])[cH:30][cH:31]1)(=[O:32])=[O:33])[CH:34]1[CH2:35][CH2:36][CH2:37][CH2:38]1.[OH-:1]>>[N+:3](=[O:4])([O-:5])[c:6]1[cH:7][cH:8][c:9]2[c:10](-[c:15]3[cH:16][cH:17][c:18]([C:19]#[N:20])[cH:21][cH:22]3)[cH:11][n:12]([CH:34]3[CH2:35][CH2:36][CH2:37][CH2:38]3)[c:13]2[cH:14]1. Yields the product N#Cc1ccc(-c2cn(C3CCCC3)c3cc([N+](=O)[O-])ccc23)cc1. The reactants are CS(C)=O, [K+], N#Cc1ccc(-c2c[nH]c3cc([N+](=O)[O-])ccc23)cc1, Cc1ccc(S(=O)(=O)OC2CCCC2)cc1, [OH-]. Reactants: C1(=CC=CC=C1)/C=C/C=1OC=C(N1)COC1=CC=C(C=C1)CCCCCCO (6-[4-[2-[(E)-2-phenylethenyl]-4-oxazolylmethoxy]phenyl]hexanol), N1N=CN=C1 (1,2,4-triazole). The product is C1(=CC=CC=C1)/C=C/C=1OC=C(N1)COC1=CC=C(C=C1)CCCCCCN1N=CN=C1 (1-[6-[4-[2-[(E)-2-phenylethenyl]-4-oxazolylmethoxy]phenyl]hexyl]-1,2,4-triazole). Isolated yield 65.0%. Reaction SMILES: [C:1]1(/[CH:7]=[CH:8]/[C:9]2[O:10][CH:11]=[C:12]([CH2:14][O:15][C:16]3[CH:21]=[CH:20][C:19]([CH2:22][CH2:23][CH2:24][CH2:25][CH2:26][CH2:27]O)=[CH:18][CH:17]=3)[N:13]=2)[CH:6]=[CH:5][CH:4]=[CH:3][CH:2]=1.[NH:29]1[CH:33]=[N:32][CH:31]=[N:30]1>>[C:1]1(/[CH:7]=[CH:8]/[C:9]2[O:10][CH:11]=[C:12]([CH2:14][O:15][C:16]3[CH:21]=[CH:20][C:19]([CH2:22][CH2:23][CH2:24][CH2:25][CH2:26][CH2:27][N:29]4[CH:33]=[N:32][CH:31]=[N:30]4)=[CH:18][CH:17]=3)[N:13]=2)[CH:6]=[CH:5][CH:4]=[CH:3][CH:2]=1. Procedure: In substantially the same manner as in Working Example 1, 6-[4-[2-[(E)-2-phenylethenyl]-4-oxazolylmethoxy]phenyl]hexanol was allowed to react with 1,2,4-triazole to give 1-[6-[4-[2-[(E)-2-phenylethenyl]-4-oxazolylmethoxy]phenyl]hexyl]-1,2,4-triazole. The yield was 65%. Recrystallization from ethyl acetate-hexane gave colorless prisms, mp 90-91° C. Reactants: CC(C)c1ccc(S(=O)(=O)Cl)cc1, Nc1ncc(C(F)(F)F)cc1I. Product: CC(C)c1ccc(S(=O)(=O)Nc2ncc(C(F)(F)F)cc2I)cc1. As a reaction SMILES: [CH:13]([CH3:14])([CH3:15])[c:16]1[cH:17][cH:18][c:19]([S:22](=[O:23])(=[O:24])[Cl:25])[cH:20][cH:21]1.[I:1][c:2]1[c:3]([NH2:12])[n:4][cH:5][c:6]([C:8]([F:9])([F:10])[F:11])[cH:7]1>>[I:1][c:2]1[c:3]([NH:12][S:22]([c:19]2[cH:18][cH:17][c:16]([CH:13]([CH3:14])[CH3:15])[cH:21][cH:20]2)(=[O:23])=[O:24])[n:4][cH:5][c:6]([C:8]([F:9])([F:10])[F:11])[cH:7]1.